This data is from the Open Reaction Database (ORD), a public repository of structured organic reaction records. The task is: describe an organic reaction: reactants, conditions, products, and yield Reactants: CNCCN(CCC12CC3CC(CC(C3)C1)C2)C(=O)NCCCc1ccncc1, O=C([O-])[O-], COCCCl, CCOCC, CN(C)C=O, [I-], [K+], [K+], [Na+], O. Product: COCCN(C)CCN(CCC12CC3CC(CC(C3)C1)C2)C(=O)NCCCc1ccncc1. Reaction SMILES: [C:1]12([CH2:11][CH2:12][N:13]([C:14](=[O:15])[NH:16][CH2:17][CH2:18][CH2:19][c:20]3[cH:21][cH:22][n:23][cH:24][cH:25]3)[CH2:26][CH2:27][NH:28][CH3:29])[CH2:2][CH:3]3[CH2:4][CH:5]([CH2:6][CH:7]([CH2:8]1)[CH2:9]3)[CH2:10]2.[C:30](=[O:31])([O-:32])[O-:33].[CH3:38][O:39][CH2:40][CH2:41][Cl:42].[CH3:44][CH2:45][O:46][CH2:47][CH3:48].[CH3:49][N:50]([CH3:51])[CH:52]=[O:53].[I-:37].[K+:34].[K+:35].[Na+:36].[OH2:43]>>[C:1]12([CH2:11][CH2:12][N:13]([C:14](=[O:15])[NH:16][CH2:17][CH2:18][CH2:19][c:20]3[cH:21][cH:22][n:23][cH:24][cH:25]3)[CH2:26][CH2:27][N:28]([CH3:29])[CH2:41][CH2:40][O:39][CH3:38])[CH2:2][CH:3]3[CH2:4][CH:5]([CH2:6][CH:7]([CH2:8]1)[CH2:9]3)[CH2:10]2. Starting materials: [Cl-].[NH4+] (ammonium chloride), [N+](=O)([O-])C=1C=C2CCN(C2=CC1)CC(=O)OCC1=CC=CC=C1 (benzyl 2-(5-nitroindolin-1-yl)acetate). The reagents and catalysts are [Fe] (iron). Run in C(C)O (ethanol), O (water). The product is NC=1C=C2CCN(C2=CC1)CC(=O)OCC1=CC=CC=C1 (benzyl 2-(5-aminoindolin-1-yl)acetate). Yield: 98.9%. Reaction SMILES: [N+:1]([C:4]1[CH:5]=[C:6]2[C:10](=[CH:11][CH:12]=1)[N:9]([CH2:13][C:14]([O:16][CH2:17][C:18]1[CH:23]=[CH:22][CH:21]=[CH:20][CH:19]=1)=[O:15])[CH2:8][CH2:7]2)([O-])=O.[Cl-].[NH4+]>C(O)C.O.[Fe]>[NH2:1][C:4]1[CH:5]=[C:6]2[C:10](=[CH:11][CH:12]=1)[N:9]([CH2:13][C:14]([O:16][CH2:17][C:18]1[CH:23]=[CH:22][CH:21]=[CH:20][CH:19]=1)=[O:15])[CH2:8][CH2:7]2 |f:1.2|. Reported procedure: To a suspension of benzyl 2-(5-nitroindolin-1-yl)acetate (0.700 g, 2.241 mmol) in a mixture of ethanol (20 ml) and water (10 ml), iron powder (0.751 g, 13.45 mmol) and ammonium chloride (0.084 g, 1.569 mmol) were added, and the resulting mixture was heated to reflux for 1 hour and 15 minutes. The insoluble was filtered off, and the filtrate was concentrated under vacuum. The residue was dissolved in ethyl acetate and washed with water and brine. The organic layer was dried over sodium sulfate an... Procedure details: The 3a,4,5,6-Tetrahydro-3-oxo-3H-pyrrolo[1,2-c][1,2,3]oxadiazol-7-ium ylide (971 g, 7.70 mol, made as in example 2) and 1,2-diethoxyethane (DEE, 2913 mL) are charged to a multinecked 12 L round bottom flask, is equipped with a water cooled condenser, and purged with nitrogen. The stirred solution is heated to 120-125° C. under a nitrogen atmosphere and ethyl propiolate (971 g, 9.90 mol) is added dropwise over a period of 3 hours (carbon dioxide evolution). The reaction is held at 120-125° C. for... Yields the product N=1N2C(=CC1C(=O)OCC)CCC2 (ethyl 5,6-dihydro-4H-pyrrolo[1,2-b]pyrazole-2-carboxylate). Starting materials: O=C1C2[N+](=NO1)CCC2 (3a,4,5,6-tetrahydro-3-oxo-3H-pyrrolo[1,2-c][1,2,3]oxadiazol-7-ium), O=C1C2[N+](=NO1)CCC2 (3a,4,5,6-Tetrahydro-3-oxo-3H-pyrrolo[1,2-c][1,2,3]oxadiazol-7-ium), C(C)OCCOCC (1,2-diethoxyethane), C(C#C)(=O)OCC (ethyl propiolate), C(=O)=O (carbon dioxide). Conditions: temperature 122.5 celsius, time 5 hour. As a reaction SMILES: O=[C:2]1O[N:5]=[N+:4]2[CH2:7][CH2:8][CH2:9][CH:3]12.C(OCCOCC)C.[C:18]([O:22][CH2:23][CH3:24])(=[O:21])[C:19]#C.C(=O)=O>>[N:5]1[N:4]2[CH2:7][CH2:8][CH2:9][C:3]2=[CH:2][C:19]=1[C:18]([O:22][CH2:23][CH3:24])=[O:21]. The reactants are NC=1SC=C(N1)C(C(=O)N[C@@H]1C(N([C@@H]1C(N)=O)S(=O)(=O)[O-])=O)=NOC(C)(C(=O)OCC1=CC=C(C=C1)[N+](=O)[O-])C.[Na+] (sodium cis-3-{2-(2-amino-4-thiazolyl)-2-[1-methyl-1-(p-nitrobenzyloxycarbonyl)ethyloxyimino]acetamido}-4-carbamoyl-2-oxoazetidine-1-sulfonate), [H][H] (hydrogen). Reagents/catalysts: [Pd] (palladium-on-carbon). Run in O (water). Reaction conditions: time 5 minute. Product: NC=1SC=C(N1)C(C(=O)N[C@@H]1C(N([C@@H]1C(N)=O)S(=O)(=O)O)=O)=NOC(C)(C(=O)O)C (cis-3-[2(2-amino-4-thiazolyl)-2-(1-methyl-1-carboxyethyloxyimino)acetamido]-4-carbamoyl-2-oxoazetidine-1-sulfonic acid). As a reaction SMILES: [NH2:1][C:2]1[S:3][CH:4]=[C:5]([C:7](=[N:23][O:24][C:25]([CH3:40])([C:27]([O:29]CC2C=CC([N+]([O-])=O)=CC=2)=[O:28])[CH3:26])[C:8]([NH:10][C@H:11]2[C@@H:14]([C:15](=[O:17])[NH2:16])[N:13]([S:18]([O-:21])(=[O:20])=[O:19])[C:12]2=[O:22])=[O:9])[N:6]=1.[Na+].[H][H]>O.[Pd]>[NH2:1][C:2]1[S:3][CH:4]=[C:5]([C:7](=[N:23][O:24][C:25]([CH3:40])([C:27]([OH:29])=[O:28])[CH3:26])[C:8]([NH:10][C@H:11]2[C@@H:14]([C:15](=[O:17])[NH2:16])[N:13]([S:18]([OH:21])(=[O:20])=[O:19])[C:12]2=[O:22])=[O:9])[N:6]=1 |f:0.1|. Procedure details: In 10 ml of water is dissolved 200 mg of sodium cis-3-{2-(2-amino-4-thiazolyl)-2-[1-methyl-1-(p-nitrobenzyloxycarbonyl)ethyloxyimino]acetamido}-4-carbamoyl-2-oxoazetidine-1-sulfonate (syn-isomer) as obtained in Example 132C, followed by addition of 200 mg of 10% palladium-on-carbon. The mixture is stirred in a hydrogen atmosphere at room temperature for one hour. The catalyst is filtered off, and under ice-cooling cooling 27 mg of sodium hydrogen carbonate is added. The mixture is stirred for 5 ... Reactants: CNC(=O)c1c(-c2ccc(F)cc2)oc2ccc(-c3cccc(C#N)c3)cc12, [Cl-], [Cl-], NC(CO)c1ccccc1, [Zn+2]. Product: CNC(=O)c1c(-c2ccc(F)cc2)oc2ccc(-c3cccc(C4=NC(c5ccccc5)CO4)c3)cc12. As a reaction SMILES: [C:1](#[N:2])[c:3]1[cH:4][c:5](-[c:9]2[cH:10][cH:11][c:12]3[c:13]([c:14]([C:24](=[O:25])[NH:26][CH3:27])[c:15](-[c:17]4[cH:18][cH:19][c:20]([F:23])[cH:21][cH:22]4)[o:16]3)[cH:28]2)[cH:6][cH:7][cH:8]1.[Cl-:39].[Cl-:41].[NH2:29][CH:30]([CH2:31][OH:32])[c:33]1[cH:34][cH:35][cH:36][cH:37][cH:38]1.[Zn+2:40]>>[C:1]1([c:3]2[cH:4][c:5](-[c:9]3[cH:10][cH:11][c:12]4[c:13]([c:14]([C:24](=[O:25])[NH:26][CH3:27])[c:15](-[c:17]5[cH:18][cH:19][c:20]([F:23])[cH:21][cH:22]5)[o:16]4)[cH:28]3)[cH:6][cH:7][cH:8]2)=[N:2][CH:30]([c:33]2[cH:34][cH:35][cH:36][cH:37][cH:38]2)[CH2:31][O:32]1. The reactants are C(#C)C=1C(=NOC1C)C1=CC=CC=C1 (4-ethynyl-5-methyl-3-phenyl-isoxazole), ClC1=NC=CC=N1 (2-chloropyrimidine). Product: CC1=C(C(=NO1)C1=CC=CC=C1)C#CC1=NC=CC=N1 (2-(5-Methyl-3-phenyl-isoxazol-4-ylethynyl)-pyrimidine). Yield: 32.0%. Reaction SMILES: [C:1]([C:3]1[C:4]([C:9]2[CH:14]=[CH:13][CH:12]=[CH:11][CH:10]=2)=[N:5][O:6][C:7]=1[CH3:8])#[CH:2].Cl[C:16]1[N:21]=[CH:20][CH:19]=[CH:18][N:17]=1>>[CH3:8][C:7]1[O:6][N:5]=[C:4]([C:9]2[CH:14]=[CH:13][CH:12]=[CH:11][CH:10]=2)[C:3]=1[C:1]#[C:2][C:16]1[N:21]=[CH:20][CH:19]=[CH:18][N:17]=1. Procedure: As described for example 11c, 4-ethynyl-5-methyl-3-phenyl-isoxazole (92 mg, 0.50 mmol) was converted (using 2-chloropyrimidine instead of 2-chloro-4-iodopyridine) to the title compound (SiO2, heptane:ethyl acetate=95:5 to 0:100, 42 mg, 32%) which was obtained as a brown solid. MS: m/e=262.2 [M+H]+. Starting materials: V2O5, TiO2, TiO2, [Cs] (cesium), C(C)(=O)OC=C (vinyl acetate), C(CCCCCCCCCCC)(=O)OC=C (vinyl laurate). Run in O (water). Conditions: time 18 hour. Product: C1(C=2C(C(=O)O1)=CC=CC2)=O (Phthalic Anhydride). As a reaction SMILES: [Cs].C(OC=C)(=[O:4])C.[C:8]([O:21][CH:22]=[CH2:23])(=[O:20])[CH2:9][CH2:10][CH2:11][CH2:12][CH2:13]CCCCCC>O>[C:22]1(=[O:4])[O:21][C:8](=[O:20])[C:9]2=[CH:10][CH:11]=[CH:12][CH:13]=[C:23]12 |^1:0|. Procedure details: For the preparation of the catalysts, 11.3 g of V2O5, 70.8 g of TiO2 (BET 8 m2/g), 17.7 g of TiO2 (BET 200 m2/g) and 0.2 g of cesium (as CsCO3) were suspended in 400 ml of demineralized water and stirred for 18 hours to obtain a homogeneous distribution. 1.5 g of organic binder, consisting of a copolymer of vinyl acetate and vinyl laurate in the form of a 50% strength by weight aqueous dispersion, were added to this suspension. The suspension obtained was then sprayed onto 1203 g of steatite rin...